Dataset: the Open Reaction Database (ORD), a public repository of structured organic reaction records. Task: describe an organic reaction: reactants, conditions, products, and yield Starting materials: CC(C)C[Al+]CC(C)C, Cl, [H-], C1CCOC1, CCOC(=O)c1conc1-c1ccc(-c2ccccc2)cc1. Yields the product OCc1conc1-c1ccc(-c2ccccc2)cc1. As a reaction SMILES: [CH2:24]([Al+:25][CH2:26][CH:27]([CH3:28])[CH3:29])[CH:30]([CH3:31])[CH3:32].[ClH:33].[H-:23].[O:34]1[CH2:35][CH2:36][CH2:37][CH2:38]1.[c:1]1(-[c:7]2[cH:8][cH:9][c:10](-[c:13]3[n:14][o:15][cH:16][c:17]3[C:18](=[O:19])[O:20][CH2:21][CH3:22])[cH:11][cH:12]2)[cH:2][cH:3][cH:4][cH:5][cH:6]1>>[c:1]1(-[c:7]2[cH:8][cH:9][c:10](-[c:13]3[n:14][o:15][cH:16][c:17]3[CH2:18][OH:19])[cH:11][cH:12]2)[cH:2][cH:3][cH:4][cH:5][cH:6]1.